This data is from the Open Reaction Database (ORD), a public repository of structured organic reaction records. The task is: describe an organic reaction: reactants, conditions, products, and yield The reactants are O=C([O-])[O-], Cn1c(=O)cc(C(F)(F)F)[nH]c1=O, CI, COCCOC, [K+], [K+], O. Yields the product Cn1c(C(F)(F)F)cc(=O)n(C)c1=O. Reaction SMILES: [C:14](=[O:15])([O-:16])[O-:17].[CH3:1][n:2]1[c:3](=[O:13])[nH:4][c:5]([C:9]([F:10])([F:11])[F:12])[cH:6][c:7]1=[O:8].[CH3:20][I:21].[CH3:22][O:23][CH2:24][CH2:25][O:26][CH3:27].[K+:18].[K+:19].[OH2:28]>>[CH3:1][n:2]1[c:3](=[O:13])[n:4]([CH3:14])[c:5]([C:9]([F:10])([F:11])[F:12])[cH:6][c:7]1=[O:8]. The reactants are Br.BrCC(=O)C=1C=NC=CC1 (3-bromoacetylpyridine hydrobromide), [N-]=[N+]=[N-].[Na+] (sodium azide), C(=O)(O)[O-].[Na+] (NaHCO3). Solvent: O (water). Run at time 2 hour. Yields the product N(=[N+]=[N-])CC(=O)C=1C=NC=CC1 (3-Azidoacetyl-pyridine), solid. Yield: 71.0%. RXN SMILES: Br.Br[CH2:3][C:4]([C:6]1[CH:7]=[N:8][CH:9]=[CH:10][CH:11]=1)=[O:5].[N-:12]=[N+:13]=[N-:14].[Na+].C([O-])(O)=O.[Na+]>O>[N:12]([CH2:3][C:4]([C:6]1[CH:7]=[N:8][CH:9]=[CH:10][CH:11]=1)=[O:5])=[N+:13]=[N-:14] |f:0.1,2.3,4.5|. Reported procedure: To a solution of 3-bromoacetylpyridine hydrobromide (5 g, 17.8 mmol) in 20 mL of water was added sodium azide (1.16 g, 17.8 mmol) and the contents stirred at room temperature for 2 h. The reaction mixture was treated with saturated aqueous NaHCO3 until neutrality, extracted with ethyl acetate (3×30 mL) and the combined organic phases were dried over MgSO4. After solvent removal the crude residue was silica gel column chromatographed (dichloromethane/ethanol/98/2). 3-Azidoacetyl-pyridine was obta... Reactants: C(C)(C)(C)C=1N=C(C=2C(N1)=NN(N2)CC=2C(=NN(C2)C(C2=CC=CC=C2)(C2=CC=CC=C2)C2=CC=CC=C2)C(F)(F)F)N2CC(CC2)(F)F (5-tert-Butyl-7-(3,3-difluoro-pyrrolidin-1-yl)-2-(3-trifluoromethyl-1-trityl-1H-pyrazol-4-ylmethyl)-2H-[1,2,3]triazolo[4,5-d]pyrimidine), C(C)[SiH](CC)CC (triethylsilane). Run in C(=O)(C(F)(F)F)O (TFA). The product is C(C)(C)(C)C=1N=C(C=2C(N1)=NN(N2)CC=2C(=NNC2)C(F)(F)F)N2CC(CC2)(F)F (5-tert-Butyl-7-(3,3-difluoro-pyrrolidin-1-yl)-2-(3-trifluoromethyl-1H-pyrazol-4-ylmethyl)-2H-[1,2,3]triazolo[4,5-d]pyrimidine). As a reaction SMILES: [C:1]([C:5]1[N:6]=[C:7]([N:43]2[CH2:47][CH2:46][C:45]([F:49])([F:48])[CH2:44]2)[C:8]2[C:9](=[N:11][N:12]([CH2:14][C:15]3[C:16]([C:39]([F:42])([F:41])[F:40])=[N:17][N:18](C(C4C=CC=CC=4)(C4C=CC=CC=4)C4C=CC=CC=4)[CH:19]=3)[N:13]=2)[N:10]=1)([CH3:4])([CH3:3])[CH3:2].C([SiH](CC)CC)C>C(O)(C(F)(F)F)=O>[C:1]([C:5]1[N:6]=[C:7]([N:43]2[CH2:47][CH2:46][C:45]([F:48])([F:49])[CH2:44]2)[C:8]2[C:9](=[N:11][N:12]([CH2:14][C:15]3[C:16]([C:39]([F:40])([F:41])[F:42])=[N:17][NH:18][CH:19]=3)[N:13]=2)[N:10]=1)([CH3:4])([CH3:2])[CH3:3]. Reported procedure: The crude 5-tert-Butyl-7-(3,3-difluoro-pyrrolidin-1-yl)-2-(3-trifluoromethyl-1-trityl-1H-pyrazol-4-ylmethyl)-2H-[1,2,3]triazolo[4,5-d]pyrimidine and triethylsilane in TFA was stirred at r.t. for 3 h. The reaction mixture was concentrated in vacuo and purified by preparative HPLC on reversed phase eluting with a gradient formed from acetonitrile, water and NEt3. The product containing fractions were evaporated to yield the title compound as white solid. MS (m/e): 431.3 (MH+) The reactants are N(=[N+]=[N-])[C@H]1[C@@H](CN(CC1)C(=O)OC(C)(C)C)OC ((3R,4R)-rel-tert-butyl 4-azido-3-methoxypiperidine-1-carboxylate), C(=O)(C(F)(F)F)O (TFA). The solvent is C(Cl)Cl (CH2Cl2). Conditions: time 15 minute. Yields the product N(=[N+]=[N-])[C@H]1[C@@H](CNCC1)OC ((3R,4R)-rel-4-azido-3-methoxypiperidine). The yield is 206.4%. As a reaction SMILES: [N:1]([C@@H:4]1[CH2:9][CH2:8][N:7](C(OC(C)(C)C)=O)[CH2:6][C@H:5]1[O:17][CH3:18])=[N+:2]=[N-:3].C(O)(C(F)(F)F)=O>C(Cl)Cl>[N:1]([C@@H:4]1[CH2:9][CH2:8][NH:7][CH2:6][C@H:5]1[O:17][CH3:18])=[N+:2]=[N-:3]. Procedure details: To a stirred solution of 247A (310 mg, 1.21 mmol) in 2 mL of CH2Cl2 at room temperature was added TFA (2.00 mL, 26.0 mmoL). This mixture was stirred at room temperature for 15 min and concentrated in vacuo to give 390 mg of (3R,4R)-rel-4-azido-3-methoxypiperidine as the TFA salt. Compound 247B was prepared from this TFA salt (52.0 mg, 0.19 mmoL) in a similar process as described for 146E. It had an analytical HPLC retention time=1.97 min. (Phenomenox S5 C18-HC 4.6×50 mm column, 10–90% aqueous me... Starting materials: COc1cccc(Cc2nc3n(-c4c(Cl)cc(Br)cc4Cl)[nH]c(C(C)C)c-3c(=O)n2)c1, C1CCOC1, CC(C)[Mg+], [Cl-], CN(C)C=O. Product: COc1cccc(Cc2nc3n(-c4c(Cl)cc(C=O)cc4Cl)[nH]c(C(C)C)c-3c(=O)n2)c1. As a reaction SMILES: [Br:1][c:2]1[cH:3][c:4]([Cl:31])[c:5](-[n:9]2[nH:10][c:11]([CH:28]([CH3:29])[CH3:30])[c:12]3[c:17](=[O:18])[n:16][c:15]([CH2:19][c:20]4[cH:21][c:22]([O:26][CH3:27])[cH:23][cH:24][cH:25]4)[n:14][c:13]2-3)[c:6]([Cl:8])[cH:7]1.[CH2:42]1[O:43][CH2:44][CH2:45][CH2:46]1.[CH:33]([Mg+:34])([CH3:35])[CH3:36].[Cl-:32].[O:37]=[CH:38][N:39]([CH3:40])[CH3:41]>>[c:2]1([CH:38]=[O:37])[cH:3][c:4]([Cl:31])[c:5](-[n:9]2[nH:10][c:11]([CH:28]([CH3:29])[CH3:30])[c:12]3[c:17](=[O:18])[n:16][c:15]([CH2:19][c:20]4[cH:21][c:22]([O:26][CH3:27])[cH:23][cH:24][cH:25]4)[n:14][c:13]2-3)[c:6]([Cl:8])[cH:7]1. Starting materials: C(=O)(OC(C)(C)C)NC(CC1=CC=CC=C1)C(=O)CCC(=O)OCC (BOC-NH-CH(CH2C6H5)-COCH2CH2CO2C2H5). Solvent: CC(=O)C (acetone), [OH-].[Na+] (sodium hydroxide), O (water). Product: C(=O)(OC(C)(C)C)NC(CC1=CC=CC=C1)C(=O)CCC(=O)O (BOC-NH-CH(CH2C6H5)-COCH2CH2COOH). As a reaction SMILES: [C:1]([NH:8][CH:9]([C:17]([CH2:19][CH2:20][C:21]([O:23]CC)=[O:22])=[O:18])[CH2:10][C:11]1[CH:16]=[CH:15][CH:14]=[CH:13][CH:12]=1)([O:3][C:4]([CH3:7])([CH3:6])[CH3:5])=[O:2]>CC(C)=O.[OH-].[Na+].O>[C:1]([NH:8][CH:9]([C:17]([CH2:19][CH2:20][C:21]([OH:23])=[O:22])=[O:18])[CH2:10][C:11]1[CH:16]=[CH:15][CH:14]=[CH:13][CH:12]=1)([O:3][C:4]([CH3:6])([CH3:5])[CH3:7])=[O:2] |f:2.3|. Reported procedure: A solution of the keto-ester (5) (16.0 mg, 0.046 mmoles) in acetone (0.39 ml) and sodium hydroxide (0.118 M, 0.39 mls) is stirred at room temperature for 2.0 hours. The solution is diluted with water and extracted once with ethyl acetate. The aqueous phase is acidified to pH 3 with citric acid and extracted thrice with ethyl acetate. The ethyl acetate is washed with water and saline and dried over magnesium sulphate. Evaporation of the solvent affords the pure keto-acid (6). (14.7 mg, 100%) as a...